Dataset: the Open Reaction Database (ORD), a public repository of structured organic reaction records. Task: describe an organic reaction: reactants, conditions, products, and yield The reactants are O=C([O-])O, ClC(Cl)Cl, CCOC(=O)c1ccc2c(c1)c(SC)c(C)n2Cc1ccc(F)cc1, [Na+], O=C(OO)c1cccc(Cl)c1. The product is CCOC(=O)c1ccc2c(c1)c(S(C)=O)c(C)n2Cc1ccc(F)cc1. RXN SMILES: [C:37](=[O:38])([OH:39])[O-:40].[CH:42]([Cl:43])([Cl:44])[Cl:45].[F:1][c:2]1[cH:3][cH:4][c:5]([CH2:6][n:7]2[c:8]([CH3:23])[c:9]([S:21][CH3:22])[c:10]3[cH:11][c:12]([C:16](=[O:17])[O:18][CH2:19][CH3:20])[cH:13][cH:14][c:15]23)[cH:24][cH:25]1.[Na+:41].[OH:26][O:27][C:28]([c:29]1[cH:30][c:31]([Cl:32])[cH:33][cH:34][cH:35]1)=[O:36]>>[F:1][c:2]1[cH:3][cH:4][c:5]([CH2:6][n:7]2[c:8]([CH3:23])[c:9]([S:21]([CH3:22])=[O:26])[c:10]3[cH:11][c:12]([C:16](=[O:17])[O:18][CH2:19][CH3:20])[cH:13][cH:14][c:15]23)[cH:24][cH:25]1. The reactants are C(C)OC([C@H](CC1=CC=C(C=C1)OCC1=CC=CC=C1)OCC=C)=O ((S)-2-allyloxy-3-(4-benzyloxy-phenyl)-propionic acid ethyl ester). Reagents/catalysts: [Pd] (Pd/C). The solvent is CCO (EtOH). Conditions: time 18 hour. The product is C(C)OC([C@H](CC1=CC=C(C=C1)O)OCCC)=O ((2S)-3-(4-Hydroxy-phenyl)-2-propoxy-propionic acid ethyl ester). RXN SMILES: [CH2:1]([O:3][C:4](=[O:25])[C@@H:5]([O:21][CH2:22][CH:23]=[CH2:24])[CH2:6][C:7]1[CH:12]=[CH:11][C:10]([O:13]CC2C=CC=CC=2)=[CH:9][CH:8]=1)[CH3:2]>CCO.[Pd]>[CH2:1]([O:3][C:4](=[O:25])[C@@H:5]([O:21][CH2:22][CH2:23][CH3:24])[CH2:6][C:7]1[CH:8]=[CH:9][C:10]([OH:13])=[CH:11][CH:12]=1)[CH3:2]. Procedure: A mixture of (S)-2-allyloxy-3-(4-benzyloxy-phenyl)-propionic acid ethyl ester (1.33 mmol, 450 mg) and 10% Pd/C (45 mg) in EtOH (15 mL) were stirred under hydrogen atmosphere (1 atm) for 18 hours. The mixture was filtered through celite and concentrated under vacuum to afford the title product. 1H-NMR (200.15 MHz, CDCl3): δ 7.10 (d, 4H, J=8.6), 6.73 (d, 2H, J=8.4), 5.90 (brs, 1H), 4.16 (q, 2H, J=7.3), 3.94 (t, 1H, J=6.7), 3.53–3.45 (m, 1H), 3.27–3.16 (m, 1H), 2.93 (d, 2H, J=6.5), 1.54 (m, 2H), 1.... The reactants are C[O-], CO, Fc1ccc(-c2cccn3nc(NC4CCN(c5ccnc(Cl)n5)CC4)nc23)cc1F, [Na+]. The product is COc1nccc(N2CCC(Nc3nc4c(-c5ccc(F)c(F)c5)cccn4n3)CC2)n1. Reaction SMILES: [CH3:32][O-:33].[CH3:35][OH:36].[Cl:1][c:2]1[n:3][cH:4][cH:5][c:6]([N:8]2[CH2:9][CH2:10][CH:11]([NH:14][c:15]3[n:16][n:17]4[c:18]([c:19](-[c:23]5[cH:24][c:25]([F:30])[c:26]([F:29])[cH:27][cH:28]5)[cH:20][cH:21][cH:22]4)[n:31]3)[CH2:12][CH2:13]2)[n:7]1.[Na+:34]>>[c:2]1([O:33][CH3:32])[n:3][cH:4][cH:5][c:6]([N:8]2[CH2:9][CH2:10][CH:11]([NH:14][c:15]3[n:16][n:17]4[c:18]([c:19](-[c:23]5[cH:24][c:25]([F:30])[c:26]([F:29])[cH:27][cH:28]5)[cH:20][cH:21][cH:22]4)[n:31]3)[CH2:12][CH2:13]2)[n:7]1. The reactants are CC(=O)c1cn2c(-c3ccc(Cl)cc3Cl)c(CNC(=O)OC(C)(C)C)c(C)nc2n1, ClCCl, O=C(O)C(F)(F)F. The product is CC(=O)c1cn2c(-c3ccc(Cl)cc3Cl)c(CN)c(C)nc2n1, O=C(O)C(F)(F)F. RXN SMILES: [C:1]([CH3:2])(=[O:3])[c:4]1[n:5][c:6]2[n:7]([c:8](-[c:22]3[c:23]([Cl:29])[cH:24][c:25]([Cl:28])[cH:26][cH:27]3)[c:9]([CH2:13][NH:14][C:15](=[O:16])[O:17][C:18]([CH3:19])([CH3:20])[CH3:21])[c:10]([CH3:12])[n:11]2)[cH:30]1.[Cl:38][CH2:39][Cl:40].[F:31][C:32]([C:33](=[O:34])[OH:35])([F:36])[F:37]>>[C:1]([CH3:2])(=[O:3])[c:4]1[n:5][c:6]2[n:7]([c:8](-[c:22]3[c:23]([Cl:29])[cH:24][c:25]([Cl:28])[cH:26][cH:27]3)[c:9]([CH2:13][NH2:14])[c:10]([CH3:12])[n:11]2)[cH:30]1.[F:31][C:32]([C:33](=[O:34])[OH:35])([F:36])[F:37]. Reactants: C(C)(=O)C1=C(OC2=C(C=C(C(=O)OC)C=C2)OC)C=CC=C1 (Methyl 4-(2-acetylphenoxy)-3-methoxybenzoate), [BH4-].[Na+] (sodium borohydride). Solvent: CO (methanol). Reaction conditions: time 2 hour. Yields the product OC(C)C1=C(OC2=C(C=C(C(=O)OC)C=C2)OC)C=CC=C1 (Methyl 4-[2-(1-hydroxyethyl)phenoxy]-3-methoxybenzoate). Yield: 66.8%. Reaction SMILES: [C:1]([C:4]1[CH:22]=[CH:21][CH:20]=[CH:19][C:5]=1[O:6][C:7]1[CH:16]=[CH:15][C:10]([C:11]([O:13][CH3:14])=[O:12])=[CH:9][C:8]=1[O:17][CH3:18])(=[O:3])[CH3:2].[BH4-].[Na+]>CO>[OH:3][CH:1]([C:4]1[CH:22]=[CH:21][CH:20]=[CH:19][C:5]=1[O:6][C:7]1[CH:16]=[CH:15][C:10]([C:11]([O:13][CH3:14])=[O:12])=[CH:9][C:8]=1[O:17][CH3:18])[CH3:2] |f:1.2|. Reported procedure: Methyl 4-(2-acetylphenoxy)-3-methoxybenzoate (1.24 g) obtained in Step 1 was dissolved in methanol (20 ml), and after ice-cooling, sodium borohydride (312 mg) was added. The mixture was stirred for 2 hrs. The reaction mixture was concentrated under reduced pressure, and water was added. The mixture was extracted with ethyl acetate. The organic layer was washed successively with 5% aqueous citric acid solution and brine, and dried over sodium sulfate. The obtained residue was purified by silica g... Starting materials: ClC=1C=CC(=NC1)C(=O)NC=1C=C(C=CC1)[C@@]12N=C(SCC1COCC2)NC(OC(C)(C)C)=O (tert-butyl (8aS)-8a-(3-(5-chloropicolinamido)phenyl)-4,4a,5,7,8,8a-hexahydropyrano[4,3-d][1,3]thiazin-2-ylcarbamate), C(=O)(C(F)(F)F)O (TFA). The solvent is C(Cl)Cl (CH2Cl2). Reaction conditions: time 1 hour. The product is N (NH3), Cl.Cl.NC=1SCC2[C@@](N1)(CCOC2)C=2C=C(C=CC2)NC(C2=NC=C(C=C2)Cl)=O (N-(3-((8aS)-2-Amino-4,4a,5,7,8,8a-hexahydropyrano[4,3-d][1,3]thiazin-8a-yl)phenyl)-5-chloropicolinamide dihydrochloride). Reaction SMILES: [Cl:1][C:2]1[CH:3]=[CH:4][C:5]([C:8]([NH:10][C:11]2[CH:12]=[C:13]([C@:17]34[CH2:26][CH2:25][O:24][CH2:23][CH:22]3[CH2:21][S:20][C:19]([NH:27]C(=O)OC(C)(C)C)=[N:18]4)[CH:14]=[CH:15][CH:16]=2)=[O:9])=[N:6][CH:7]=1.C(O)(C(F)(F)F)=O>C(Cl)Cl>[NH3:6].[ClH:1].[ClH:1].[NH2:27][C:19]1[S:20][CH2:21][CH:22]2[CH2:23][O:24][CH2:25][CH2:26][C@:17]2([C:13]2[CH:12]=[C:11]([NH:10][C:8](=[O:9])[C:5]3[CH:4]=[CH:3][C:2]([Cl:1])=[CH:7][N:6]=3)[CH:16]=[CH:15][CH:14]=2)[N:18]=1 |f:4.5.6|. Procedure: To a solution of tert-butyl (8aS)-8a-(3-(5-chloropicolinamido)phenyl)-4,4a,5,7,8,8a-hexahydropyrano[4,3-d][1,3]thiazin-2-ylcarbamate (0.172 g, 0.342 mmol) in CH2Cl2 (8 mL) is added TFA (4 mL) and the reaction is stirred at room temperature for 1 hour. The solvent is removed under reduced pressure. The residue is purified on a 10 g SCX column using 4:1 CH2Cl2:MeOH followed by 2:1 CH2Cl2: 7 N NH3 in MeOH to afford the title compound as a freebase (0.127 g, 92%). The freebase (0.124 g, 0.308 mmol) ... The reactants are CCN(CC)C(=O)Oc1ccc(C(F)(F)F)cc1 (substrate), CC(C)C[Al](CC(C)C)c1ccccc1 (effective_coupling_partner). Reagents/catalysts: PCy3. Conditions: temperature 50 celsius, time 24 hour. The product is FC(F)(F)c2ccc(c1ccccc1)cc2.